Dataset: the Open Reaction Database (ORD), a public repository of structured organic reaction records. Task: describe an organic reaction: reactants, conditions, products, and yield Starting materials: CCCC[N+](CCCC)(CCCC)CCCC, C1CCOC1, [F-], C=CCOC(=O)Nc1cccc(-c2nc(C(C)(C)C)sc2-c2ccnc(N)n2)c1F. Yields the product CC(C)(C)c1nc(-c2cccc(N)c2F)c(-c2ccnc(N)n2)s1. Reaction SMILES: [CH2:32]([N+:33]([CH2:34][CH2:35][CH2:36][CH3:37])([CH2:38][CH2:39][CH2:40][CH3:41])[CH2:42][CH2:43][CH2:44][CH3:45])[CH2:46][CH2:47][CH3:48].[CH2:49]1[O:50][CH2:51][CH2:52][CH2:53]1.[F-:31].[NH2:1][c:2]1[n:3][cH:4][cH:5][c:6](-[c:8]2[c:9](-[c:17]3[c:18]([F:30])[c:19]([NH:23][C:24](=[O:25])[O:26][CH2:27][CH:28]=[CH2:29])[cH:20][cH:21][cH:22]3)[n:10][c:11]([C:13]([CH3:14])([CH3:15])[CH3:16])[s:12]2)[n:7]1>>[NH2:1][c:2]1[n:3][cH:4][cH:5][c:6](-[c:8]2[c:9](-[c:17]3[c:18]([F:30])[c:19]([NH2:23])[cH:20][cH:21][cH:22]3)[n:10][c:11]([C:13]([CH3:14])([CH3:15])[CH3:16])[s:12]2)[n:7]1. The reactants are aqueous solution, [OH-].[Na+] (sodium hydroxide), solution, C12CCCC(CCC1)B2 (9-borabicyclo[3.3.1]nonane), CC1=C(C(=CC(=C1)[N+](=O)[O-])C)N1C(C(=CC=C1)C=C)=O (1-(2,6-Dimethyl-4-nitrophenyl)-3-vinylpyridin-2(1H)-one), OO (hydrogen peroxide). Run in C(C)(=O)OCC (ethyl acetate), O (Water), O1CCCC1 (tetrahydrofuran). Conditions: time 1.5 hour. Yields the product CC1=C(C(=CC(=C1)[N+](=O)[O-])C)N1C(C(=CC=C1)CCO)=O (1-(2,6-Dimethyl-4-nitrophenyl)-3-(2-hydroxyethyl)pyridin-2(1H)-one). RXN SMILES: C12BC(CCC1)CCC2.[CH3:10][C:11]1[CH:16]=[C:15]([N+:17]([O-:19])=[O:18])[CH:14]=[C:13]([CH3:20])[C:12]=1[N:21]1[CH:26]=[CH:25][CH:24]=[C:23]([CH:27]=[CH2:28])[C:22]1=[O:29].[OH-:30].[Na+].OO>O1CCCC1.C(OCC)(=O)C.O>[CH3:10][C:11]1[CH:16]=[C:15]([N+:17]([O-:19])=[O:18])[CH:14]=[C:13]([CH3:20])[C:12]=1[N:21]1[CH:26]=[CH:25][CH:24]=[C:23]([CH2:27][CH2:28][OH:30])[C:22]1=[O:29] |f:2.3|. Reported procedure: With ice-cooling, 1.15 l (575 mmol) of a 0.5 molar solution of 9-borabicyclo[3.3.1]nonane in tetrahydrofuran are added to 70.7 g (262 mmol) of the compound from Example 60A (alternative synthesis) such that the internal temperature does not exceed 10-15° C. The mixture is then warmed to RT and stirred at room temperature for 1.5 h. The mixture is then cooled and, at 0° C.-5° C., 653 ml (1.31 mol) of a 2-molar aqueous solution of sodium hydroxide are added. The mixture is stirred briefly, and 296... Starting materials: ClC=1C=C(C=CC1Cl)NC=1C2=C(N=CN1)OC1=C2CCNC1 (N-(3,4-Dichlorophenyl)-5,6,7,8-tetrahydropyrido[4′,3′:4,5]furo[2,3-d]pyrimidin-4-amine), Cl.CN(C/C=C/C(=O)O)C(C)C ((2E)-4-[methyl(1-methylethyl)amino]but-2-enoic acid hydrochloride). Product: ClC=1C=C(C=CC1Cl)NC=1C2=C(N=CN1)OC1=C2CCN(C1)C(\C=C\CN(C)C(C)C)=O (N-(3,4-Dichlorophenyl)-7-{(2E)-4-[isopropyl(methyl)amino]but-2-enoyl}-5,6,7,8-tetrahydropyrido[4′,3′:4,5]furo[2,3-d]pyrimidin-4-amine). Reaction SMILES: [Cl:1][C:2]1[CH:3]=[C:4]([NH:9][C:10]2[C:11]3[C:18]4[CH2:19][CH2:20][NH:21][CH2:22][C:17]=4[O:16][C:12]=3[N:13]=[CH:14][N:15]=2)[CH:5]=[CH:6][C:7]=1[Cl:8].Cl.[CH3:24][N:25]([CH:32]([CH3:34])[CH3:33])[CH2:26]/[CH:27]=[CH:28]/[C:29](O)=[O:30]>>[Cl:1][C:2]1[CH:3]=[C:4]([NH:9][C:10]2[C:11]3[C:18]4[CH2:19][CH2:20][N:21]([C:29](=[O:30])/[CH:28]=[CH:27]/[CH2:26][N:25]([CH:32]([CH3:34])[CH3:33])[CH3:24])[CH2:22][C:17]=4[O:16][C:12]=3[N:13]=[CH:14][N:15]=2)[CH:5]=[CH:6][C:7]=1[Cl:8] |f:1.2|. Procedure: In analogy to Example 89, the title compound was prepared from N-(3,4-dichlorophenyl)-5,6,7,8-tetrahydropyrido[4′,3′:4,5]furo[2,3-d]pyrimidin-4-amine from Example 41A (100 mg, 0.30 mmol) and (2E)-4-[methyl(1-methylethyl)amino]but-2-enoic acid hydrochloride from Example 2A (81 mg, 0.42 mmol) to yield 86 mg (61%). Reactants: Cl.CN(C(=O)C1(CCNCC1)C1=CC=C(C=C1)Cl)C (4-(4-chloro-phenyl)-piperidine-4-carboxylic acid dimethylamide hydrochloride), O=C1N(C2=CC=CC=C2CC1)CC=O ((2-oxo-3,4-dihydro-2H-quinolin-1-yl)-acetaldehyde). Yields the product CN(C(=O)C1(CCN(CC1)CCN1C(CCC2=CC=CC=C12)=O)C1=CC=C(C=C1)Cl)C (4-(4-chloro-phenyl)-1-[2-(2-oxo-3,4-dihydro-2H-quinolin-1-yl)-ethyl]-piperidine-4-carboxylic acid dimethylamide), solid. The yield is 53.0%. Reaction SMILES: Cl.[CH3:2][N:3]([CH3:19])[C:4]([C:6]1([C:12]2[CH:17]=[CH:16][C:15]([Cl:18])=[CH:14][CH:13]=2)[CH2:11][CH2:10][NH:9][CH2:8][CH2:7]1)=[O:5].[O:20]=[C:21]1[CH2:30][CH2:29][C:28]2[C:23](=[CH:24][CH:25]=[CH:26][CH:27]=2)[N:22]1[CH2:31][CH:32]=O>>[CH3:2][N:3]([CH3:19])[C:4]([C:6]1([C:12]2[CH:13]=[CH:14][C:15]([Cl:18])=[CH:16][CH:17]=2)[CH2:7][CH2:8][N:9]([CH2:32][CH2:31][N:22]2[C:23]3[C:28](=[CH:27][CH:26]=[CH:25][CH:24]=3)[CH2:29][CH2:30][C:21]2=[O:20])[CH2:10][CH2:11]1)=[O:5] |f:0.1|. Procedure details: Compound 115 was prepared by the same method as Compound 86 with the exception that Compound 2-3 was used instead of Compound 1-9 and that Compound 1-8 was used instead of Compound 1-4. Compound 115 was isolated as a white solid (53%, mp 243-245° C.). 1H (300 MHz, CDCl3,) δ 7.44-7.01 (m, 8H), 4.55 (m, 2H), 3.62 (m, 2H), 3.31-2.40 (m, 18H); MS (ES+) m/z 440.0 (M+1).